Dataset: the Open Reaction Database (ORD), a public repository of structured organic reaction records. Task: describe an organic reaction: reactants, conditions, products, and yield Reactants: O=C([O-])O, O=C(Cc1ccccc1)c1cccnc1, CCO, Cl, O=N[O-], [Na+], [Na+], O. The product is O=C(C(=NO)c1ccccc1)c1cccnc1. RXN SMILES: [C:20](=[O:21])([O-:22])[OH:23].[CH2:1]([c:2]1[cH:3][cH:4][cH:5][cH:6][cH:7]1)[C:8](=[O:9])[c:10]1[cH:11][n:12][cH:13][cH:14][cH:15]1.[CH3:25][CH2:26][OH:27].[ClH:28].[N:16](=[O:17])[O-:18].[Na+:19].[Na+:24].[OH2:29]>>[C:1]([c:2]1[cH:3][cH:4][cH:5][cH:6][cH:7]1)([C:8](=[O:9])[c:10]1[cH:11][n:12][cH:13][cH:14][cH:15]1)=[N:16][OH:17]. The reactants are O=C([O-])[O-], Cc1csc(B(O)O)c1, OCCc1cc(I)cnc1F, [K+], [K+], C1COCCO1, [Pd]. The product is Cc1csc(-c2cnc(F)c(CCO)c2)c1. As a reaction SMILES: [C:21](=[O:22])([O-:23])[O-:24].[CH3:12][c:13]1[cH:14][c:15]([B:18]([OH:19])[OH:20])[s:16][cH:17]1.[F:1][c:2]1[n:3][cH:4][c:5]([I:11])[cH:6][c:7]1[CH2:8][CH2:9][OH:10].[K+:25].[K+:26].[O:28]1[CH2:29][CH2:30][O:31][CH2:32][CH2:33]1.[Pd:27]>>[F:1][c:2]1[n:3][cH:4][c:5](-[c:15]2[cH:14][c:13]([CH3:12])[cH:17][s:16]2)[cH:6][c:7]1[CH2:8][CH2:9][OH:10].